From a dataset of the Open Reaction Database (ORD), a public repository of structured organic reaction records. describe an organic reaction: reactants, conditions, products, and yield Reactants: C(C)(C)NC(=N)NC#N (1-i-propyl-3-cyanoguanidine), CN(S(=O)(=O)C1=CC=C(N)C=C1)C (p-N,N-dimethylsulfamylaniline), Cl (hydrochloric acid). Solvent: C(C)(C)O (isopropanol). The product is CN(S(=O)(=O)C1=CC=C(C=C1)NC(=N)NC(=N)NC(C)C)C (1-(p-N,N-dimethylsulfamylphenyl)-5-i-propylbiguanide). RXN SMILES: [CH3:1][N:2]([CH3:13])[S:3]([C:6]1[CH:12]=[CH:11][C:9]([NH2:10])=[CH:8][CH:7]=1)(=[O:5])=[O:4].Cl.[CH:15]([NH:18][C:19]([NH:21][C:22]#[N:23])=[NH:20])([CH3:17])[CH3:16]>C(O)(C)C>[CH3:1][N:2]([CH3:13])[S:3]([C:6]1[CH:12]=[CH:11][C:9]([NH:10][C:22]([NH:21][C:19]([NH:18][CH:15]([CH3:17])[CH3:16])=[NH:20])=[NH:23])=[CH:8][CH:7]=1)(=[O:4])=[O:5]. Reported procedure: To 11 g (0.055 mole) of p-N,N-dimethylsulfamylaniline is added 17.68 ml (0.055) of 3.1 N hydrochloric acid. This is heated on a steam bath with 15 ml of isopropanol and 6.94 g (0.055 mole) of 1-i-propyl-3-cyanoguanidine. The reaction mixture is heated for 18 hours. The alcohol is evaporated off and diluted with 250 ml of 7.4% hydrochloric acid. The mixture is filtered, cooled and made alkaline with 10% sodium hydroxide. The precipitate is filtered, triturated with 100 ml of boiling isopropanol a... Reactants: Cc1noc(C)c1Cn1cc(C(=O)N=[N+]=[N-])cn1, Cc1ccccc1, Cl, Cc1noc(C)c1Cn1cc(N=C=O)cn1, CCOC(=O)C(C)(C)N. Yields the product Cc1noc(C)c1Cn1cc(N2C(=O)NC(C)(C)C2=O)cn1. As a reaction SMILES: [CH3:1][c:2]1[c:3]([CH2:4][n:5]2[cH:6][c:7]([C:8]([N:9]=[N+:10]=[N-:11])=[O:12])[cH:13][n:14]2)[c:15]([CH3:16])[o:17][n:18]1.[CH3:45][c:46]1[cH:47][cH:48][cH:49][cH:50][cH:51]1.[ClH:35].[N:19](=[C:20]=[O:21])[c:22]1[cH:23][n:24][n:25]([CH2:27][c:28]2[c:29]([CH3:34])[n:30][o:31][c:32]2[CH3:33])[cH:26]1.[NH2:36][C:37]([C:38](=[O:39])[O:40][CH2:41][CH3:42])([CH3:43])[CH3:44]>>[N:19]1([c:22]2[cH:23][n:24][n:25]([CH2:27][c:28]3[c:29]([CH3:34])[n:30][o:31][c:32]3[CH3:33])[cH:26]2)[C:20](=[O:21])[NH:36][C:37]([CH3:43])([CH3:44])[C:38]1=[O:39].